Dataset: the Open Reaction Database (ORD), a public repository of structured organic reaction records. Task: describe an organic reaction: reactants, conditions, products, and yield Isolated yield 97.1%. Conditions: time 8 hour. The reactants are COC=1C=C(C(=O)C2CCN(CC2)C(C)=O)C=CC1OC (1-[4-(3,4-dimethoxy-benzoyl)-piperidin-1-yl]-ethanone). Run in Cl (HCl). Yields the product COC=1C=C(C=CC1OC)C(=O)C1CCNCC1 ((3,4-Dimethoxy-phenyl)-piperidin-4-yl-methanone). Reaction SMILES: [CH3:1][O:2][C:3]1[CH:4]=[C:5]([CH:17]=[CH:18][C:19]=1[O:20][CH3:21])[C:6]([CH:8]1[CH2:13][CH2:12][N:11](C(=O)C)[CH2:10][CH2:9]1)=[O:7]>Cl>[CH3:1][O:2][C:3]1[CH:4]=[C:5]([C:6]([CH:8]2[CH2:9][CH2:10][NH:11][CH2:12][CH2:13]2)=[O:7])[CH:17]=[CH:18][C:19]=1[O:20][CH3:21]. Procedure: A solution of 1-[4-(3,4-dimethoxy-benzoyl)-piperidin-1-yl]-ethanone (0.50 g, 1.7 mmol) in 5 mL of 6 N HCl was stirred at reflux for 6 hours and then it was stirred at room temperature overnight. The solvent was removed in vacuo to yield the title compound (0.41 g, 1.65 mmol). MS (ESI) m/z 249.8 (M+H+); HPLC (Novapak 150×3.9 mm C-18 column: mobile phase: 35-90% acetonitrile/water with 0.1% TFA, at 2 mL/min over 2 min.) t 0.91 min. Reactants: C(C)(C)(C)OC(NC1=C(C=C(C=C1)Cl)[N+](=O)[O-])=O ((4-chloro-2-nitro-phenyl)-carbamic acid tert-butyl ester), CS(=O)(=O)C1=CNC2=CC=CC=C12 (3-(methylsulfonyl)-1H-indole), ClC1=CC2=C(N(C(=N2)CCl)CCCS(=O)(=O)C)C=C1 (5-chloro-2-(chloromethyl)-1-(3-(methylsulfonyl)propyl)-1H-benzo[d]imidazole). The product is ClC1=CC2=C(N(C(=N2)CCl)CCS(=O)(=O)C)C=C1 (5-Chloro-2-chloromethyl-1-(2-methanesulfonyl-ethyl)-1H-benzoimidazole). Reaction SMILES: C(OC(=O)NC1C=CC(Cl)=CC=1[N+]([O-])=O)(C)(C)C.[CH3:19][S:20](C1C2C(=CC=CC=2)NC=1)(=[O:22])=[O:21].[Cl:32][C:33]1[CH:50]=[CH:49][C:36]2[N:37]([CH2:42][CH2:43]CS(C)(=O)=O)[C:38]([CH2:40][Cl:41])=[N:39][C:35]=2[CH:34]=1>>[Cl:32][C:33]1[CH:50]=[CH:49][C:36]2[N:37]([CH2:42][CH2:43][S:20]([CH3:19])(=[O:22])=[O:21])[C:38]([CH2:40][Cl:41])=[N:39][C:35]=2[CH:34]=1. Procedure details: 5-Chloro-2-chloromethyl-1-(2-methanesulfonyl-ethyl)-1H-benzoimidazole was prepared in analogy to Example 1-2 by using (4-chloro-2-nitro-phenyl)-carbamic acid tert-butyl ester as starting material instead of 3-(methylsulfonyl)-1H-indole and 5-chloro-2-(chloromethyl)-1-(3-(methylsulfonyl)propyl)-1H-benzo[d]imidazole. MS obsd. (ESI+) [(M+H)+] 308.1. Reactants: Br, Br, CC(C)(C)OC(=O)N1CCC(=O)CC1, [BH3-]C#N, CCCN1CCNCC1, CC(=O)[O-], CO, [Na+], [Na+]. The product is CCCN1CCN(C2CCN(C(=O)OC(C)(C)C)CC2)CC1. RXN SMILES: [BrH:6].[BrH:7].[C:17](=[O:18])([O:19][C:20]([CH3:21])([CH3:22])[CH3:23])[N:24]1[CH2:25][CH2:26][C:27](=[O:30])[CH2:28][CH2:29]1.[C:31]([BH3-:32])#[N:33].[CH2:8]([CH2:9][CH3:10])[N:11]1[CH2:12][CH2:13][NH:14][CH2:15][CH2:16]1.[CH3:2][C:3](=[O:4])[O-:5].[CH3:35][OH:36].[Na+:1].[Na+:34]>>[CH2:8]([CH2:9][CH3:10])[N:11]1[CH2:12][CH2:13][N:14]([CH:27]2[CH2:26][CH2:25][N:24]([C:17](=[O:18])[O:19][C:20]([CH3:21])([CH3:22])[CH3:23])[CH2:29][CH2:28]2)[CH2:15][CH2:16]1. Reactants: C(C)(C)N1CC(C1)O (1-(iso-propyl)-3-azetidinol), ClC1=C(C=CC=C1Cl)O (2,3-dichlorophenol). Product: ClC1=C(OCC(CNC(C)C)O)C=CC=C1Cl (1-(2',3'-dichlorophenoxy)-3-(iso-propylamino)-2-propanol). Isolated yield 54.0%. Reaction SMILES: [CH:1]([N:4]1[CH2:7][CH:6]([OH:8])[CH2:5]1)([CH3:3])[CH3:2].[Cl:9][C:10]1[C:15]([Cl:16])=[CH:14][CH:13]=[CH:12][C:11]=1[OH:17]>>[Cl:9][C:10]1[C:15]([Cl:16])=[CH:14][CH:13]=[CH:12][C:11]=1[O:17][CH2:5][CH:6]([OH:8])[CH2:7][NH:4][CH:1]([CH3:2])[CH3:3]. Procedure: 1-(iso-propyl)-3-azetidinol and 2,3-dichlorophenol were reacted in the same manner as in Example 6 to yield 1-(2',3'-dichlorophenoxy)-3-(iso-propylamino)-2-propanol melting at 94°-96° C. The yield was 54%.